Dataset: the Open Reaction Database (ORD), a public repository of structured organic reaction records. Task: describe an organic reaction: reactants, conditions, products, and yield The reactants are [N+](=[N-])=C1C(NC2=CC=CC=C12)=O (3-diazooxindole), C1(=CC=CC=C1)C#CC=O (phenylpropargylaldehyde). The solvent is C1=CC=CC=C1 (benzene). Yields the product O=C1NC=2C=CC=CC2C=2N1N=C(C2C2=CC=CC=C2)C=O (5,6-Dihydro-5-oxo-1-phenylpyrazolo[1,5-c]-quinazolin-2-carboxaldehyde). Reaction SMILES: [N+:1](=[C:3]1[C:11]2[C:6](=[CH:7][CH:8]=[CH:9][CH:10]=2)[NH:5][C:4]1=[O:12])=[N-:2].[C:13]1([C:19]#[C:20][CH:21]=[O:22])[CH:18]=[CH:17][CH:16]=[CH:15][CH:14]=1>C1C=CC=CC=1>[O:12]=[C:4]1[N:1]2[N:2]=[C:20]([CH:21]=[O:22])[C:19]([C:13]3[CH:18]=[CH:17][CH:16]=[CH:15][CH:14]=3)=[C:3]2[C:11]2[CH:10]=[CH:9][CH:8]=[CH:7][C:6]=2[NH:5]1. Reported procedure: 4.8 g (0.030 mole) of 3-diazooxindole is suspended in 350 ml of benzene and 3.9 g (0.030 mole) of phenylpropargylaldehyde added. The reaction mixture is refluxed under nitrogen for 48 hours. Starting materials: ClC1=CC=CC(=N1)O (6-chloro-2-pyridinol), BrCCCO (3-bromo-propanol), Cl.C(C)OCC (HCl diethyl ether), C1(=CC=CC=C1)C(CN(CC1=C(C(=CC=C1)C(F)(F)F)Cl)CCCO)C1=CC=CC=C1 (N-(2,2-Diphenylethyl)-N-(3-hydroxy-propyl)-N-(2-chloro-3-trifluoromethyl-benzyl)amine), OC=1C=C(CC2=NN=NN2COCC)C=CC1 (5-(3-hydroxy-benzyl)-ethoxymethyl-1,2,3,4-tetrazole). Solvent: C(C)OCC (diethyl ether). Yields the product Cl.ClC1=CC=CC(=N1)OCCCN(CC(C1=CC=CC=C1)C1=CC=CC=C1)CC1=C(C(=CC=C1)C(F)(F)F)Cl ([3-(6-Chloro-pyridin-2-yloxy)-propyl]-(2-Chloro-3-trifluoromethyl-benzyl)-(2,2-diphenyl-ethyl)-amine hydrochloride salt). Isolated yield 32.0%. RXN SMILES: [Cl:1][C:2]1[N:7]=[C:6]([OH:8])[CH:5]=[CH:4][CH:3]=1.[C:9]1([CH:15]([C:34]2[CH:39]=[CH:38][CH:37]=[CH:36][CH:35]=2)[CH2:16][N:17]([CH2:30][CH2:31][CH2:32]O)[CH2:18][C:19]2[CH:24]=[CH:23][CH:22]=[C:21]([C:25]([F:28])([F:27])[F:26])[C:20]=2[Cl:29])[CH:14]=[CH:13][CH:12]=[CH:11][CH:10]=1.OC1C=C(C=CC=1)CC1N(COCC)N=NN=1.BrCCCO.Cl.C(OCC)C>C(OCC)C>[ClH:1].[Cl:1][C:2]1[N:7]=[C:6]([O:8][CH2:32][CH2:31][CH2:30][N:17]([CH2:18][C:19]2[CH:24]=[CH:23][CH:22]=[C:21]([C:25]([F:26])([F:27])[F:28])[C:20]=2[Cl:29])[CH2:16][CH:15]([C:34]2[CH:39]=[CH:38][CH:37]=[CH:36][CH:35]=2)[C:9]2[CH:10]=[CH:11][CH:12]=[CH:13][CH:14]=2)[CH:5]=[CH:4][CH:3]=1 |f:4.5,7.8|. Procedure details: Following the procedure of Example 6(d), except 6-chloro-2-pyridinol (Aldrich) and N-(2,2-Diphenylethyl)-N-(3-hydroxy-propyl)-N-(2-chloro-3-trifluoromethyl-benzyl)amine were used instead of 5-(3-hydroxy-benzyl)-ethoxymethyl-1,2,3,4-tetrazole and 3-bromo-propanol in step 6(d), the title compound was synthesized as the free base. The tertiaryamine was then dissolved in diethyl ether and acidified with 1.0 M HCl/diethyl ether to give 90 mg (32% yield) of the title compound as a white solid. MS (ESI... The reactants are O=C1CCC(=O)N1Br, ClC(Cl)(Cl)Cl, CC1CCCCC1=O. Yields the product CC1(Br)CCCCC1=O. RXN SMILES: [Br:9][N:10]1[C:11](=[O:12])[CH2:13][CH2:14][C:15]1=[O:16].[C:17]([Cl:18])([Cl:19])([Cl:20])[Cl:21].[CH3:1][CH:2]1[C:3](=[O:8])[CH2:4][CH2:5][CH2:6][CH2:7]1>>[CH3:1][C:2]1([Br:9])[C:3](=[O:8])[CH2:4][CH2:5][CH2:6][CH2:7]1. The reactants are C=CCOC(=O)N1C(C=O)CC(C(C)(C)C)C1O[SiH](C)C, Cc1ncc2sccn12. Yields the product C=CCOC(=O)N1C(C(O)c2cn3c(C)ncc3s2)CC(C(C)(C)C)C1O[SiH](C)C. Reaction SMILES: [CH2:10]([CH:11]=[CH2:12])[O:13][C:14](=[O:15])[N:16]1[CH:17]([O:27][SiH:28]([CH3:29])[CH3:30])[CH:18]([C:23]([CH3:24])([CH3:25])[CH3:26])[CH2:19][CH:20]1[CH:21]=[O:22].[CH3:1][c:2]1[n:3][cH:4][c:5]2[s:6][cH:7][cH:8][n:9]12>>[CH3:1][c:2]1[n:3][cH:4][c:5]2[s:6][c:7]([CH:21]([CH:20]3[N:16]([C:14]([O:13][CH2:10][CH:11]=[CH2:12])=[O:15])[CH:17]([O:27][SiH:28]([CH3:29])[CH3:30])[CH:18]([C:23]([CH3:24])([CH3:25])[CH3:26])[CH2:19]3)[OH:22])[cH:8][n:9]12. The reactants are ClC=1C=C(N)C=CC1F (3-chloro-4-fluoroaniline), C(C)OC(C(C)N=C=O)=O (2-isocyanato-propionic acid ethyl ester). The product is ClC=1C=C(C=CC1F)N1C(NC(C1=O)C)=O (3-(3-chloro-4-fluorophenyl)-5-methyl-hydantoin). Reaction SMILES: [Cl:1][C:2]1[CH:3]=[C:4]([CH:6]=[CH:7][C:8]=1[F:9])[NH2:5].C([O:12][C:13](=O)[CH:14]([N:16]=[C:17]=[O:18])[CH3:15])C>>[Cl:1][C:2]1[CH:3]=[C:4]([N:5]2[C:13](=[O:12])[CH:14]([CH3:15])[NH:16][C:17]2=[O:18])[CH:6]=[CH:7][C:8]=1[F:9]. Procedure: A mixture of 2.91 g (20 mmol) of 3-chloro-4-fluoroaniline and 3.01 g (21 mmol) of 2-isocyanato-propionic acid ethyl ester was maintained at 130°-140° C. for 91/2 hours. The resulting product was crystallized from chloroform/methanol to yield 3-(3-chloro-4-fluorophenyl)-5-methyl-hydantoin, m.p. 174°-175.5° C. Reactants: C(=O)(OC)C=1C=C(C=C(C1)C(=O)OC)P(C1=CC=CC=C1)C1=CC=CC=C1 (3,5-dicarbomethoxyphenyldiphenylphosphine), C1(=CC=C(C=C1)S(=O)(=O)OC)C (methyl p-toluenesulfonate), resultant product. Conditions: temperature 130 celsius. The product is C1(=CC=C(C=C1)S(=O)(=O)[O-])C.C[P+](C1=CC=CC=C1)(C1=CC=CC=C1)C1=CC(=CC(=C1)C(=O)OC)C(=O)OC (Methyl[3,5-bis(carbomethoxy)phenyl]diphenylphosphonium p-toluenesulfonate). RXN SMILES: [C:1]([C:5]1[CH:6]=[C:7]([P:15]([C:22]2[CH:27]=[CH:26][CH:25]=[CH:24][CH:23]=2)[C:16]2[CH:21]=[CH:20][CH:19]=[CH:18][CH:17]=2)[CH:8]=[C:9]([C:11]([O:13][CH3:14])=[O:12])[CH:10]=1)([O:3][CH3:4])=[O:2].[C:28]1([CH3:39])[CH:33]=[CH:32][C:31]([S:34]([O:37]C)(=[O:36])=[O:35])=[CH:30][CH:29]=1>>[C:28]1([CH3:39])[CH:29]=[CH:30][C:31]([S:34]([O-:37])(=[O:35])=[O:36])=[CH:32][CH:33]=1.[CH3:28][P+:15]([C:7]1[CH:6]=[C:5]([C:1]([O:3][CH3:4])=[O:2])[CH:10]=[C:9]([C:11]([O:13][CH3:14])=[O:12])[CH:8]=1)([C:16]1[CH:17]=[CH:18][CH:19]=[CH:20][CH:21]=1)[C:22]1[CH:27]=[CH:26][CH:25]=[CH:24][CH:23]=1 |f:2.3|. Procedure: A mixture of 9.46 g (2.5×10-2 mol) of 3,5-dicarbomethoxyphenyldiphenylphosphine (from Preparation 4), and 4.66 g (2.5×10-2 mol) of methyl p-toluenesulfonate was heated in a 130° C. bath with nitrogen bubbling through the melt for two hours. The resultant product was cooled to an amorphous glass. The reagents and catalysts are [Zn] (zinc). As a reaction SMILES: [CH2:1]([O:3][C:4](=[O:28])[CH:5]([NH:20][C:21]([O:23][C:24]([CH3:27])([CH3:26])[CH3:25])=[O:22])[C:6]1[N:7]=[C:8]([NH:11]C(OCC(Cl)(Cl)Cl)=O)[S:9][CH:10]=1)[CH3:2]>C(O)=O.[Zn]>[CH2:1]([O:3][C:4](=[O:28])[CH:5]([NH:20][C:21]([O:23][C:24]([CH3:27])([CH3:26])[CH3:25])=[O:22])[C:6]1[N:7]=[C:8]([NH2:11])[S:9][CH:10]=1)[CH3:2]. The reactants are C(C)OC(C(C=1N=C(SC1)NC(=O)OCC(Cl)(Cl)Cl)NC(=O)OC(C)(C)C)=O (α-t-butyloxycarbonylamino-α-[2-(trichloroethoxycarbonylamino)thiazol-4-yl]acetic acid ethyl ester). Procedure details: To a solution of 2.80 g of α-t-butyloxycarbonylamino-α-[2-(trichloroethoxycarbonylamino)thiazol-4-yl]acetic acid ethyl ester in 60 ml of 90% formic acid is added 2.80 g of zinc dust under cooling and stirring. The mixture is stirred for 1 hour and zinc dust is filtered off. The filtrate is poured into water and the resultant solution is extracted with ethyl acetate. The organic layer is washed with saturated sodium bicarbonate aq. solution and then water, and dried over anhydrous magnesium sulfa... Run in C(=O)O (formic acid). The yield is 71.2%. Product: C(C)OC(C(C=1N=C(SC1)N)NC(=O)OC(C)(C)C)=O (α-t-butyloxycarbonylamino-α-(2-aminothiazol-4-yl)acetic acid ethyl ester).